Dataset: the Open Reaction Database (ORD), a public repository of structured organic reaction records. Task: describe an organic reaction: reactants, conditions, products, and yield Reactants: C(C)(C)(C)OC(=O)N1CCC(CC1)C(C1=C(C(=CC=C1)C(F)(F)F)F)=O (4-(2-Fluoro-3-trifluoromethyl-benzoyl)-piperidine-1-carboxylic acid tert-butyl ester), Cl.NO (hydroxylamine hydrochloride), N1=CC=CC=C1 (pyridine), O (water). Run in C(C)(=O)OCC.CCCCCCC (ethyl acetate heptane). Run at time 8 hour. The product is C(C)(C)(C)OC(=O)N1CCC(CC1)C(=NO)C1=C(C(=CC=C1)C(F)(F)F)F (4-[(2-Fluoro-3-trifluoromethyl-phenyl)-hydroxyimino-methyl]-piperidine-1-carboxylic acid tert-butyl ester). Yield: 90.7%. RXN SMILES: [C:1]([O:5][C:6]([N:8]1[CH2:13][CH2:12][CH:11]([C:14](=O)[C:15]2[CH:20]=[CH:19][CH:18]=[C:17]([C:21]([F:24])([F:23])[F:22])[C:16]=2[F:25])[CH2:10][CH2:9]1)=[O:7])([CH3:4])([CH3:3])[CH3:2].Cl.[NH2:28][OH:29].N1C=CC=CC=1.O>C(OCC)(=O)C.CCCCCCC>[C:1]([O:5][C:6]([N:8]1[CH2:13][CH2:12][CH:11]([C:14]([C:15]2[CH:20]=[CH:19][CH:18]=[C:17]([C:21]([F:24])([F:23])[F:22])[C:16]=2[F:25])=[N:28][OH:29])[CH2:10][CH2:9]1)=[O:7])([CH3:4])([CH3:3])[CH3:2] |f:1.2,5.6|. Reported procedure: A mixture of 4-(2-Fluoro-3-trifluoromethyl-benzoyl)-piperidine-1-carboxylic acid tert-butyl ester (9.00 g, 24.0 mmol), hydroxylamine hydrochloride (2.00 g, 28.8 mmol) and pyridine (50 mL) was stirred at room temperature under nitrogen overnight. The yellow reaction solution was poured into cold water (500 mL) and the mixture aged at 0° C. for 1 h. The product was collected by filtration, washed with water, and dried under vacuum at 50° C. to afford 9.54 g of a while solid. Trituration of the sol... Reactants: C([O-])(O)=O.[Na+] (sodium bicarbonate), [BH4-].[Na+] (sodium borohydride), C1(CCCCC1)N(C(CCOCCC1=CC(=CC=C1)C=O)=O)CCN(C(OC(C)(C)C)=O)CCC1=CC=C(C2=C1OCC(N2)=O)O (tert-Butyl 2-(N-cyclohexyl-3-(3-formylphenethoxy)propanamido)ethyl(2-(5-hydroxy-3-oxo-3,4-dihydro-2H-benzo[b][1,4]oxazin-8-yl)ethyl)carbamate), C(C)(=O)O[BH-](OC(C)=O)OC(C)=O.[Na+] (sodium triacetoxyborohydride), FC(C(=O)O)(F)F.FC(C(=O)N1CCOC2(C1)CCNCC2)(F)F (2,2,2-trifluoro-1-(1-oxa-4,9-diazaspiro[5.5]undecan-4-yl)ethanone trifluoroacetate). Solvent: CN1CCCC1=O (NMP), CN1CCCC1=O (NMP), C(C)(=O)O (acetic acid). Run at time 5 minute. The product is C1(CCCCC1)N(C(CCOCCC1=CC(=CC=C1)CN1CCC2(CN(CCO2)C(C(F)(F)F)=O)CC1)=O)CCN(C(OC(C)(C)C)=O)CCC1=CC=C(C2=C1OCC(N2)=O)O (tert-Butyl 2-(N-cyclohexyl-3-(3-((4-(2,2,2-trifluoroacetyl)-1-oxa-4,9-diazaspiro[5.5]undecan-9-yl)methyl)phenethoxy)propanamido)ethyl(2-(5-hydroxy-3-oxo-3,4-dihydro-2H-benzo[b][1,4]oxazin-8-yl)ethyl)carbamate). Reaction SMILES: FC(F)(F)C(O)=O.[F:8][C:9]([F:24])([F:23])[C:10]([N:12]1[CH2:17][C:16]2([CH2:22][CH2:21][NH:20][CH2:19][CH2:18]2)[O:15][CH2:14][CH2:13]1)=[O:11].[CH:25]1([N:31]([CH2:47][CH2:48][N:49]([CH2:57][CH2:58][C:59]2[C:64]3[O:65][CH2:66][C:67](=[O:69])[NH:68][C:63]=3[C:62]([OH:70])=[CH:61][CH:60]=2)[C:50](=[O:56])[O:51][C:52]([CH3:55])([CH3:54])[CH3:53])[C:32](=[O:46])[CH2:33][CH2:34][O:35][CH2:36][CH2:37][C:38]2[CH:43]=[CH:42][CH:41]=[C:40]([CH:44]=O)[CH:39]=2)[CH2:30][CH2:29][CH2:28][CH2:27][CH2:26]1.C(O[BH-](OC(=O)C)OC(=O)C)(=O)C.[Na+].[BH4-].[Na+].C(=O)(O)[O-].[Na+]>CN1C(=O)CCC1.C(O)(=O)C>[CH:25]1([N:31]([CH2:47][CH2:48][N:49]([CH2:57][CH2:58][C:59]2[C:64]3[O:65][CH2:66][C:67](=[O:69])[NH:68][C:63]=3[C:62]([OH:70])=[CH:61][CH:60]=2)[C:50](=[O:56])[O:51][C:52]([CH3:54])([CH3:53])[CH3:55])[C:32](=[O:46])[CH2:33][CH2:34][O:35][CH2:36][CH2:37][C:38]2[CH:43]=[CH:42][CH:41]=[C:40]([CH2:44][N:20]3[CH2:21][CH2:22][C:16]4([O:15][CH2:14][CH2:13][N:12]([C:10](=[O:11])[C:9]([F:8])([F:23])[F:24])[CH2:17]4)[CH2:18][CH2:19]3)[CH:39]=2)[CH2:30][CH2:29][CH2:28][CH2:27][CH2:26]1 |f:0.1,3.4,5.6,7.8|. Procedure details: A solution of 2,2,2-trifluoro-1-(1-oxa-4,9-diazaspiro[5.5]undecan-4-yl)ethanone trifluoroacetate [Example 9, step a] (4.5 g) in NMP (30 mL) was treated with acetic acid (0.6 mL), stirred for 5 minutes, and then added in one portion to tert-butyl 2-(N-cyclohexyl-3-(3-formylphenethoxy)propanamido)ethyl(2-(5-hydroxy-3-oxo-3,4-dihydro-2H-benzo[b][1,4]oxazin-8-yl)ethyl)carbamate [Examples 81-175, step f] (6.6 g), completing the transfer with more NMP (30 mL). The resulting solution was stirred at roo... Reactants: ClC1=CC=C(C=N1)S(=O)(=O)N1CCOCC1 (4-[(6-chloropyridin-3-yl)sulfonyl]morpholine), C(#N)C=1C=C2CC(NC2=CC1)=O (5-cyanooxindole). The product is OC=1NC2=CC=C(C=C2C1C1=NC=C(C=C1)S(=O)(=O)N1CCOCC1)C#N (2-Hydroxy-3-[5-(morpholin-4-ylsulfonyl)pyridin-2-yl]-1H-indole-5-carbonitrile). As a reaction SMILES: Cl[C:2]1[N:7]=[CH:6][C:5]([S:8]([N:11]2[CH2:16][CH2:15][O:14][CH2:13][CH2:12]2)(=[O:10])=[O:9])=[CH:4][CH:3]=1.[C:17]([C:19]1[CH:20]=[C:21]2[C:25](=[CH:26][CH:27]=1)[NH:24][C:23](=[O:28])[CH2:22]2)#[N:18]>>[OH:28][C:23]1[NH:24][C:25]2[C:21]([C:22]=1[C:2]1[CH:3]=[CH:4][C:5]([S:8]([N:11]3[CH2:16][CH2:15][O:14][CH2:13][CH2:12]3)(=[O:10])=[O:9])=[CH:6][N:7]=1)=[CH:20][C:19]([C:17]#[N:18])=[CH:27][CH:26]=2. Procedure details: The title compound was prepared as described for Example 101 using 4-[(6-chloropyridin-3-yl)sulfonyl]morpholine and 5-cyanooxindole. The reaction mixture was quenched with water and the solvents were evaporated in vacuo. Water was added and the mixture was filtered. The solid material was washed with water, methanol, ethyl acetate and diethyl ether to give the title compound. Yield: 44%: MS (ES) m/z 385 (M++1). The reactants are CCc1cc(C=CN2C(=O)c3ccccc3C2=O)c(=O)[nH]c1C, C, CO, C1CCOC1, [Pd]. Yields the product CCc1cc(CCN2C(=O)c3ccccc3C2=O)c(=O)[nH]c1C. RXN SMILES: [C:1]1(=[O:23])[c:2]2[c:3]([cH:19][cH:20][cH:21][cH:22]2)[C:4](=[O:18])[N:5]1[CH:6]=[CH:7][c:8]1[c:9](=[O:17])[nH:10][c:11]([CH3:16])[c:12]([CH2:14][CH3:15])[cH:13]1.[C:31].[CH3:24][OH:25].[O:26]1[CH2:27][CH2:28][CH2:29][CH2:30]1.[Pd:32]>>[C:1]1(=[O:23])[c:2]2[c:3]([cH:19][cH:20][cH:21][cH:22]2)[C:4](=[O:18])[N:5]1[CH2:6][CH2:7][c:8]1[c:9](=[O:17])[nH:10][c:11]([CH3:16])[c:12]([CH2:14][CH3:15])[cH:13]1. Starting materials: CC1(C(=O)c2c[nH]c3ncc(Br)nc23)CCCCC1, [K+], [K+], OB(O)c1cccc(N2CCCC2)c1, O=C([O-])[O-], C1COCCO1, O. Yields the product CC1(C(=O)c2c[nH]c3ncc(-c4cccc(N5CCCC5)c4)nc23)CCCCC1. As a reaction SMILES: [Br:1][c:2]1[n:3][c:4]2[c:5]([n:6][cH:7]1)[nH:8][cH:9][c:10]2[C:11](=[O:12])[C:13]1([CH3:19])[CH2:14][CH2:15][CH2:16][CH2:17][CH2:18]1.[K+:34].[K+:35].[N:20]1([c:25]2[cH:26][c:27]([B:31]([OH:32])[OH:33])[cH:28][cH:29][cH:30]2)[CH2:21][CH2:22][CH2:23][CH2:24]1.[O-:36][C:37]([O-:38])=[O:39].[O:40]1[CH2:41][CH2:42][O:43][CH2:44][CH2:45]1.[OH2:46]>>[c:2]1(-[c:27]2[cH:26][c:25]([N:20]3[CH2:21][CH2:22][CH2:23][CH2:24]3)[cH:30][cH:29][cH:28]2)[n:3][c:4]2[c:5]([n:6][cH:7]1)[nH:8][cH:9][c:10]2[C:11](=[O:12])[C:13]1([CH3:19])[CH2:14][CH2:15][CH2:16][CH2:17][CH2:18]1. Starting materials: Cc1ccccc1-c1ccccc1P(C(C)(C)C)C(C)(C)C, Cc1ccccc1, CCOC(=O)c1cc2c(Cl)ccc(-c3ccccc3C)c2[nH]1, [K+], [K+], [K+], CC(=O)[O-], CC(=O)[O-], CCOC(=O)CC(C)=O, O=P([O-])([O-])[O-], [Pd+2]. Yields the product CCOC(=O)c1cc2c(C(C(C)=O)C(=O)OCC)ccc(-c3ccccc3C)c2[nH]1. As a reaction SMILES: [C:32]([P:33]([C:34]([CH3:35])([CH3:36])[CH3:37])[c:38]1[cH:39][cH:40][cH:41][cH:42][c:43]1-[c:44]1[cH:45][cH:46][cH:47][cH:48][c:49]1[CH3:50])([CH3:51])([CH3:52])[CH3:53].[CH3:62][c:63]1[cH:64][cH:65][cH:66][cH:67][cH:68]1.[Cl:1][c:2]1[c:3]2[cH:4][c:5]([C:18](=[O:19])[O:20][CH2:21][CH3:22])[nH:6][c:7]2[c:8](-[c:11]2[c:12]([CH3:17])[cH:13][cH:14][cH:15][cH:16]2)[cH:9][cH:10]1.[K+:59].[K+:60].[K+:61].[O-:70][C:71]([CH3:72])=[O:73].[O-:74][C:75]([CH3:76])=[O:77].[O:23]=[C:24]([CH2:25][C:26](=[O:27])[O:28][CH2:29][CH3:30])[CH3:31].[P:54]([O-:55])([O-:56])([O-:57])=[O:58].[Pd+2:69]>>[c:2]1([CH:25]([C:24](=[O:23])[CH3:31])[C:26](=[O:27])[O:28][CH2:29][CH3:30])[c:3]2[cH:4][c:5]([C:18](=[O:19])[O:20][CH2:21][CH3:22])[nH:6][c:7]2[c:8](-[c:11]2[c:12]([CH3:17])[cH:13][cH:14][cH:15][cH:16]2)[cH:9][cH:10]1. The reactants are P(=O)([O-])([O-])[O-].[K+].[K+].[K+] (tripotassium phosphate), BrC1=C2C(=NC=C1)NC=C2 (4-bromo-1H-pyrrolo[2,3-b]pyridine), CC(C)N1N=CC=C1C(=O)NC=1C2=CN(N=C2C=C(C1)B1OC(CC(O1)(C)C)(C)C)C1OCCCC1 (1-(1-Methylethyl)-N-[2-(tetrahydro-2H-pyran-2-yl)-6-(4,4,6,6-tetramethyl-1,3,2-dioxaborinan-2-yl)-2H-indazol-4-yl]-1H-pyrazole-5-carboxamide), O (water). The reagents and catalysts are catalyst. The solvent is O1CCOCC1 (1,4-dioxane). Run at temperature 120 celsius, time 30 minute. Product: CC(C)N1N=CC=C1C(=O)NC1=C2C=NNC2=CC(=C1)C1=C2C(=NC=C1)NC=C2 (1-(1-Methylethyl)-N-[6-(1H-pyrrolo[2,3-b]pyridin-4-yl)-1H-indazol-4-yl]-1H-pyrazole-5-carboxamide). Reaction SMILES: P([O-])([O-])([O-])=O.[K+].[K+].[K+].Br[C:10]1[CH:15]=[CH:14][N:13]=[C:12]2[NH:16][CH:17]=[CH:18][C:11]=12.[CH3:19][CH:20]([N:22]1[C:26]([C:27]([NH:29][C:30]2[C:31]3[C:35]([CH:36]=[C:37](B4OC(C)(C)CC(C)(C)O4)[CH:38]=2)=[N:34][N:33](C2CCCCO2)[CH:32]=3)=[O:28])=[CH:25][CH:24]=[N:23]1)[CH3:21].O>O1CCOCC1>[CH3:21][CH:20]([N:22]1[C:26]([C:27]([NH:29][C:30]2[CH:38]=[C:37]([C:10]3[CH:15]=[CH:14][N:13]=[C:12]4[NH:16][CH:17]=[CH:18][C:11]=34)[CH:36]=[C:35]3[C:31]=2[CH:32]=[N:33][NH:34]3)=[O:28])=[CH:25][CH:24]=[N:23]1)[CH3:19] |f:0.1.2.3|. Reported procedure: A microwave vial was charged with Solvias catalyst (7 mg), tripotassium phosphate (84 mg) and 4-bromo-1H-pyrrolo[2,3-b]pyridine (commercial from Sinova, 29 mg). 1-(1-Methylethyl)-N-[2-(tetrahydro-2H-pyran-2-yl)-6-(4,4,6,6-tetramethyl-1,3,2-dioxaborinan-2-yl)-2H-indazol-4-yl]-1H-pyrazole-5-carboxamide (65 mg) in 1,4-dioxane (0.5 ml) was added, followed by water (0.1 ml) and the reaction was heated under microwave irradiation for 10 min at 120° C. The reaction was washed through a silica cartridge... Starting materials: Br, CCOC(=O)C1CCCN(CCBr)C1, C1CCOC1, OCc1ccccc1Cc1ccccc1, [H-], [Na+]. The product is CCOC(=O)C1CCCN(CCOCc2ccccc2Cc2ccccc2)C1. Reaction SMILES: [BrH:18].[CH2:19]([CH3:20])[O:21][C:22](=[O:23])[CH:24]1[CH2:25][N:26]([CH2:30][CH2:31][Br:32])[CH2:27][CH2:28][CH2:29]1.[CH2:33]1[O:34][CH2:35][CH2:36][CH2:37]1.[CH2:3]([c:4]1[cH:5][cH:6][cH:7][cH:8][cH:9]1)[c:10]1[c:11]([CH2:12][OH:13])[cH:14][cH:15][cH:16][cH:17]1.[H-:1].[Na+:2]>>[CH2:3]([c:4]1[cH:5][cH:6][cH:7][cH:8][cH:9]1)[c:10]1[c:11]([CH2:12][O:13][CH2:31][CH2:30][N:26]2[CH2:25][CH:24]([C:22]([O:21][CH2:19][CH3:20])=[O:23])[CH2:29][CH2:28][CH2:27]2)[cH:14][cH:15][cH:16][cH:17]1.